This data is from the Open Reaction Database (ORD), a public repository of structured organic reaction records. The task is: describe an organic reaction: reactants, conditions, products, and yield Reactants: BrB(Br)Br, COc1ccc(Cn2c(-c3ccccc3)nc(Cl)c2CC(=O)O)cc1C, ClCCl. Product: Cc1cc(Cn2c(-c3ccccc3)nc(Cl)c2CC(=O)O)ccc1O. RXN SMILES: [B:27]([Br:28])([Br:29])[Br:30].[Cl:1][c:2]1[n:3][c:4](-[c:21]2[cH:22][cH:23][cH:24][cH:25][cH:26]2)[n:5]([CH2:11][c:12]2[cH:13][c:14]([CH3:20])[c:15]([O:18][CH3:19])[cH:16][cH:17]2)[c:6]1[CH2:7][C:8](=[O:9])[OH:10].[Cl:31][CH2:32][Cl:33]>>[Cl:1][c:2]1[n:3][c:4](-[c:21]2[cH:22][cH:23][cH:24][cH:25][cH:26]2)[n:5]([CH2:11][c:12]2[cH:13][c:14]([CH3:20])[c:15]([OH:18])[cH:16][cH:17]2)[c:6]1[CH2:7][C:8](=[O:9])[OH:10]. The reactants are ClC1=CC2=C(SC(=C2C)S(=O)(=O)O)C=C1 (5-chloro-3-methylbenzo[b]thiophene-2-sulfonic acid), COC1=C(C=C(C=C1)[NH-])N1CCN(CC1)C(=O)OC(C)(C)C (4-methoxy-3-(4-tert-butoxycarbonylpiperazin-1-yl)phenylamide). The solvent is O1CCCC1 (tetrahydrofuran), Cl (hydrochloric acid). Yields the product Cl.COC1=C(C=C(C=C1)NS(=O)(=O)C1=C(C2=C(S1)C=CC(=C2)Cl)C)N2CCNCC2 (5-Chloro-3-methylbenzo[b]thiophene-2-sulfonic acid(4methoxy-3-piperazin-1-ylphenyl)amide hydrochloride). As a reaction SMILES: [Cl:1][C:2]1[CH:15]=[CH:14][C:5]2[S:6][C:7]([S:10]([OH:13])(=[O:12])=O)=[C:8]([CH3:9])[C:4]=2[CH:3]=1.[CH3:16][O:17][C:18]1[CH:23]=[CH:22][C:21]([NH-:24])=[CH:20][C:19]=1[N:25]1[CH2:30][CH2:29][N:28](C(OC(C)(C)C)=O)[CH2:27][CH2:26]1>O1CCCC1.Cl>[ClH:1].[CH3:16][O:17][C:18]1[CH:23]=[CH:22][C:21]([NH:24][S:10]([C:7]2[S:6][C:5]3[CH:14]=[CH:15][C:2]([Cl:1])=[CH:3][C:4]=3[C:8]=2[CH3:9])(=[O:12])=[O:13])=[CH:20][C:19]=1[N:25]1[CH2:30][CH2:29][NH:28][CH2:27][CH2:26]1 |f:4.5|. Procedure details: A stirred suspension of 5-chloro-3-methylbenzo[b]thiophene-2-sulfonic acid(4-methoxy-3-(4-tert-butoxycarbonylpiperazin-1-yl)phenylamide (D10) (193 g) in tetrahydrofuran (820 ml) and concentrated hydrochloric acid (180 ml) was heated at reflux for 1.75 h after which time a solution was obtained. The solution was concentrated and the residue dissolved in hot ethanol (600 ml). Upon cooling, a solid precipitated which was filtered and recrystallised (ethanol/water 1:1) to give the title compound (E8... The reactants are Cl.ON (hydroxyamine hydrochloride), ClC1=CC=C(C=C1)S(=O)(=O)N1C2C(C(CC1CCC2)=O)=CO (9-(4-chlorophenylsulfonyl)-2-(hydroxymethylene)-9-azabicyclo[3.3.1]nonan-3-one). Product: ClC1=CC=C(C=C1)S(=O)(=O)N1C2C=3C=NOC3CC1CCC2 (12-(4-Chloro-benzenesulfonyl)-5-oxa-4,12-diaza-tricyclo[6.3.1.02,6]dodeca-2(6),3-diene). RXN SMILES: Cl.O[NH2:3].[Cl:4][C:5]1[CH:10]=[CH:9][C:8]([S:11]([N:14]2[CH:19]3[CH2:20][CH2:21][CH2:22][CH:15]2[C:16](=[CH:24]O)[C:17](=[O:23])[CH2:18]3)(=[O:13])=[O:12])=[CH:7][CH:6]=1>>[Cl:4][C:5]1[CH:10]=[CH:9][C:8]([S:11]([N:14]2[CH:19]3[CH2:20][CH2:21][CH2:22][CH:15]2[C:16]2[CH:24]=[N:3][O:23][C:17]=2[CH2:18]3)(=[O:13])=[O:12])=[CH:7][CH:6]=1 |f:0.1|. Procedure: Prepared as described in Example 5 using hydroxyamine hydrochloride and 9-(4-chlorophenylsulfonyl)-2-(hydroxymethylene)-9-azabicyclo[3.3.1]nonan-3-one which was prepared as described in Example 34. Starting materials: O.O.O.O.O.O.O.O.O=C1C(C(C(C(C1=O)=O)=O)=O)=O (hexaketocyclohexane octahydrate), NC=1C2=CC=CC=C2C=2C=CC=CC2C1N (9,10-diaminophenanthrene). The solvent is C(C)(=O)O.C(C)O (acetic acid ethanol). Product: C1=CC=CC=2C3=CC=CC=C3C3=NC=4C5=CC=CC=C5C5=CC=CC=C5C4N=C3C12 (phenanthrazine). As a reaction SMILES: O.O.O.O.O.O.O.O.O=[C:10]1[C:15](=O)[C:14](=O)[C:13](=O)[C:12](=O)[C:11]1=O.[NH2:21][C:22]1[C:23]2[C:28]([C:29]3[CH:30]=[CH:31][CH:32]=[CH:33][C:34]=3[C:35]=1[NH2:36])=[CH:27][CH:26]=[CH:25][CH:24]=2>C(O)(=O)C.C(O)C>[CH:10]1[C:15]2[C:25]3[C:24](=[N:21][C:22]4[C:23]5[C:28]([C:29]6[C:34]([C:35]=4[N:36]=3)=[CH:33][CH:32]=[CH:31][CH:30]=6)=[CH:27][CH:26]=[CH:25][CH:24]=5)[C:23]3[C:22](=[CH:35][CH:34]=[CH:29][CH:28]=3)[C:14]=2[CH:13]=[CH:12][CH:11]=1 |f:0.1.2.3.4.5.6.7.8,10.11|. Reported procedure: In the course of the synthesis of hexaazatristriphenylene HATT (also referred to as “Mickey-Mouse” HATNA), BK3—31, a different product was observed, Scheme 2. The three-fold condensation of hexaketocyclohexane octahydrate SM4 with 9,10-diaminophenanthrene SM7 in acetic acid/ethanol under air resulted in an orange solid phenanthrazine BK2—97E, which was sublimed under high vacuum. Phenanthrazine was confirmed by 1H NMR and E1 mass analysis. In this regard, 9,10-diaminophenanthrene SM7 may have be... Reaction SMILES: [C:1]([CH3:2])([CH3:3])([CH3:4])[NH:5][S:6](=[O:7])(=[O:8])[c:9]1[n:10][n:11]([CH3:19])[c:12]2[cH:13][cH:14][cH:15][c:16]([F:18])[c:17]12.[OH:20][C:21]([C:22]([F:23])([F:24])[F:25])=[O:26]>>[NH2:5][S:6](=[O:7])(=[O:8])[c:9]1[n:10][n:11]([CH3:19])[c:12]2[cH:13][cH:14][cH:15][c:16]([F:18])[c:17]12. Yields the product Cn1nc(S(N)(=O)=O)c2c(F)cccc21. The reactants are Cn1nc(S(=O)(=O)NC(C)(C)C)c2c(F)cccc21, O=C(O)C(F)(F)F. Yields the product C(#N)C=1C=C(OC(C(=O)NC(C)(C#CC)C)COC)C=C(C1)OC (2-(3-cyano-5-methoxyphenoxy)-N-(2-methylpent-3-yn-2-yl)-3-methoxypropionamide). The reactants are C(#N)C=1C=C(C=C(C1)OC)O (3-Cyano-5-methoxyphenol), O (water), C([O-])([O-])=O.[K+].[K+] (potassium carbonate), BrC(C(=O)NC(C#CC)(C)C)COC (2-bromo-N-(4-methylpent-2-yn-4-yl) 3-methoxypropionamide). Solvent: CN(C=O)C (N,N-dimethylformamide), CCCCCC.C(C)(=O)OCC (hexane ethyl acetate). Procedure: 3-Cyano-5-methoxyphenol (prepared as described in J. Med. Chem. (1993), 36, No 16, 2367; 0.119 g) in dry N,N-dimethylformamide (3 ml) containing anhydrous potassium carbonate (0.168 g) and 2-bromo-N-(4-methylpent-2-yn-4-yl) 3-methoxypropionamide (0.210 g) were stirred and heated to 80° C. for 5 hours. The mixture was cooled to ambient temperature, stored for 2 days then poured into water and extracted with ethyl acetate. The organic phases were combined, washed with water, dried over magnesium s... Reaction conditions: temperature 80 celsius, time 2 day. RXN SMILES: [C:1]([C:3]1[CH:4]=[C:5]([OH:11])[CH:6]=[C:7]([O:9][CH3:10])[CH:8]=1)#[N:2].C(=O)([O-])[O-].[K+].[K+].Br[CH:19]([CH2:29][O:30][CH3:31])[C:20]([NH:22][C:23]([CH3:28])([CH3:27])[C:24]#[C:25][CH3:26])=[O:21].O>CN(C)C=O.CCCCCC.C(OCC)(=O)C>[C:1]([C:3]1[CH:4]=[C:5]([CH:6]=[C:7]([O:9][CH3:10])[CH:8]=1)[O:11][CH:19]([CH2:29][O:30][CH3:31])[C:20]([NH:22][C:23]([CH3:28])([C:24]#[C:25][CH3:26])[CH3:27])=[O:21])#[N:2] |f:1.2.3,7.8|. The reactants are BrCCOC1=C(C(=C(C(=C1OCCCC1=CC=CC=C1)OC)Cl)C)C(C)=O (1-[2-(2-Bromo-ethoxy)-5-chloro-4-methoxy-6-methyl-3-(3-phenyl-propoxy)-phenyl]-ethanone), Cl.FC1(CNCC1)F (3,3-difluoropyrrolidine hydrochloride). Product: ClC=1C(=C(C(=C(C1OC)OCCCC1=CC=CC=C1)OCCN1CC(CC1)(F)F)C(C)=O)C (1-[3-Chloro-6-[2-(3,3-difluoro-pyrrolidin-1-yl)-ethoxy]-4-methoxy-2-methyl-5-(3-phenyl-propoxy)-phenyl]-ethanone). The yield is 16.0%. Reaction SMILES: Br[CH2:2][CH2:3][O:4][C:5]1[C:10]([O:11][CH2:12][CH2:13][CH2:14][C:15]2[CH:20]=[CH:19][CH:18]=[CH:17][CH:16]=2)=[C:9]([O:21][CH3:22])[C:8]([Cl:23])=[C:7]([CH3:24])[C:6]=1[C:25](=[O:27])[CH3:26].Cl.[F:29][C:30]1([F:35])[CH2:34][CH2:33][NH:32][CH2:31]1>>[Cl:23][C:8]1[C:7]([CH3:24])=[C:6]([C:25](=[O:27])[CH3:26])[C:5]([O:4][CH2:3][CH2:2][N:32]2[CH2:33][CH2:34][C:30]([F:35])([F:29])[CH2:31]2)=[C:10]([O:11][CH2:12][CH2:13][CH2:14][C:15]2[CH:20]=[CH:19][CH:18]=[CH:17][CH:16]=2)[C:9]=1[O:21][CH3:22] |f:1.2|. Procedure: Example 34b (58 mg, 0.13 mmol) and 3,3-difluoropyrrolidine hydrochloride (2.5 eq.) were reacted as described under General Procedure J and the crude product was purified by flash chromatography (silica gel, hexane/Et2O 70:30) to afford the title compound as a pale yellow oil (10 mg, 16%). 1H NMR (300 MHz, CDCl3) δ 7.33-7.18 (m, 5H), 4.08 (t, J=6.2 Hz, 4H), 3.88 (s, 3H), 2.96 (t, J=13.4 Hz, 2H), 2.85-2.73 (m, 6H), 2.51 (s, 3H), 2.31-2.13 (m, 2H), 2.20-2.04 (m, 2H). MS (ES+) m/z 482.1 (M+H+). Reactants: CCOC(=O)C(Br)c1ccccc1, O=C([O-])[O-], COc1ccc2[nH]c3c(c2c1)CCNC3CCc1ccc(C(F)(F)F)cc1, CO, [Na+], [Na+]. Reaction SMILES: [Br:28][CH:29]([C:30](=[O:31])[O:32][CH2:33][CH3:34])[c:35]1[cH:36][cH:37][cH:38][cH:39][cH:40]1.[C:41](=[O:42])([O-:43])[O-:44].[CH3:1][O:2][c:3]1[cH:4][c:5]2[c:6]3[c:11]([nH:12][c:13]2[cH:14][cH:15]1)[CH:10]([CH2:16][CH2:17][c:18]1[cH:19][cH:20][c:21]([C:24]([F:25])([F:26])[F:27])[cH:22][cH:23]1)[NH:9][CH2:8][CH2:7]3.[CH3:47][OH:48].[Na+:45].[Na+:46]>>[CH3:1][O:2][c:3]1[cH:4][c:5]2[c:6]3[c:11]([nH:12][c:13]2[cH:14][cH:15]1)[CH:10]([CH2:16][CH2:17][c:18]1[cH:19][cH:20][c:21]([C:24]([F:25])([F:26])[F:27])[cH:22][cH:23]1)[N:9]([CH:29]([C:30](=[O:31])[O:32][CH2:33][CH3:34])[c:35]1[cH:36][cH:37][cH:38][cH:39][cH:40]1)[CH2:8][CH2:7]3. Product: CCOC(=O)C(c1ccccc1)N1CCc2c([nH]c3ccc(OC)cc23)C1CCc1ccc(C(F)(F)F)cc1. The reactants are C1(CC1)C=1N=CC=C2C(=CC(=NC12)C(=O)O)O (8-cyclopropyl-4-hydroxy-[1,7]naphthyridine-2-carboxylic acid), BrCCOC(C)=O (acetic acid 2-bromoethyl ester), IC (iodomethane). The product is C1(CC1)C=1N=CC=C2C(=CC(=NC12)C(=O)O)OCCO (8-cyclopropyl-4-(2-hydroxy-ethoxy)-[1,7]naphthyridine-2-carboxylic Acid). As a reaction SMILES: [CH:1]1([C:4]2[N:5]=[CH:6][CH:7]=[C:8]3[C:13]=2[N:12]=[C:11]([C:14]([OH:16])=[O:15])[CH:10]=[C:9]3[OH:17])[CH2:3][CH2:2]1.Br[CH2:19][CH2:20][O:21]C(=O)C.IC>>[CH:1]1([C:4]2[N:5]=[CH:6][CH:7]=[C:8]3[C:13]=2[N:12]=[C:11]([C:14]([OH:16])=[O:15])[CH:10]=[C:9]3[O:17][CH2:19][CH2:20][OH:21])[CH2:2][CH2:3]1. Procedure details: The intended compound was produced according to the procedures described in reference examples 35 and 36 but using 8-cyclopropyl-4-hydroxy-[1,7]naphthyridine-2-carboxylic acid and acetic acid 2-bromoethyl ester in place of 1-Cyclopropyl-5-hydroxy-isoquinoline-7-carboxylic acid methyl ester and iodomethane. Starting materials: FC=1C=C(C=CC1F)C=C[C@@H]1CC[C@H](CC1)C1CC[Si](CC1)(C1=CC=CC=C1)CCCCC (4-(trans-4-(2-(3,4-difluorophenyl)ethenyl)cyclohexyl)-1-n-pentyl-1-phenyl-1-silacyclohexane), [H][H] (hydrogen). Reagents/catalysts: [Pt]=O (platinum oxide). Run in C(C)(=O)OCC (ethyl acetate). The product is FC=1C=C(C=CC1F)CC[C@@H]1CC[C@H](CC1)C1CC[Si](CC1)(C1=CC=CC=C1)CCCCC (4-(trans-4-(2-(3,4-difluorophenyl)ethyl)cyclohexyl)-1-n-pentyl-1-phenyl-1-silacyclohexane). RXN SMILES: [F:1][C:2]1[CH:3]=[C:4]([CH:9]=[CH:10][C@H:11]2[CH2:16][CH2:15][C@H:14]([CH:17]3[CH2:22][CH2:21][Si:20]([CH2:29][CH2:30][CH2:31][CH2:32][CH3:33])([C:23]4[CH:28]=[CH:27][CH:26]=[CH:25][CH:24]=4)[CH2:19][CH2:18]3)[CH2:13][CH2:12]2)[CH:5]=[CH:6][C:7]=1[F:8].[H][H]>C(OCC)(=O)C.[Pt]=O>[F:1][C:2]1[CH:3]=[C:4]([CH2:9][CH2:10][C@H:11]2[CH2:12][CH2:13][C@H:14]([CH:17]3[CH2:18][CH2:19][Si:20]([CH2:29][CH2:30][CH2:31][CH2:32][CH3:33])([C:23]4[CH:24]=[CH:25][CH:26]=[CH:27][CH:28]=4)[CH2:21][CH2:22]3)[CH2:15][CH2:16]2)[CH:5]=[CH:6][C:7]=1[F:8]. Procedure details: 40.0 g of the thus obtained 4-(trans-4-(2-(3,4-difluorophenyl)ethenyl)cyclohexyl)-1-n-pentyl-1-phenyl-1-silacyclohexane was dissolved in 200 ml of ethyl acetate and hydrogenated in the presence of 200 mg of platinum oxide at a pressure of 0.1 MPa of hydrogen. After theoretical consumption of hydrogen, the catalyst was removed by filtration and the resultant filtrate was concentrated to obtain 40.2 g of 4-(trans-4-(2-(3,4-difluorophenyl)ethyl)cyclohexyl)-1-n-pentyl-1-phenyl-1-silacyclohexane. The...